Dataset: the Open Reaction Database (ORD), a public repository of structured organic reaction records. Task: describe an organic reaction: reactants, conditions, products, and yield The reactants are CC(=O)OCC(C)n1ccc2c(NC(=O)Cc3ccc(C(F)(F)F)c(F)c3)c(Cl)ccc2c1=O, O=C([O-])[O-], CO, [K+], [K+], O. Yields the product CC(CO)n1ccc2c(NC(=O)Cc3ccc(C(F)(F)F)c(F)c3)c(Cl)ccc2c1=O. Reaction SMILES: [C:1](=[O:2])([CH3:3])[O:4][CH2:5][CH:6]([CH3:7])[n:8]1[c:9](=[O:34])[c:10]2[cH:11][cH:12][c:13]([Cl:33])[c:14]([NH:18][C:19]([CH2:20][c:21]3[cH:22][c:23]([F:31])[c:24]([C:27]([F:28])([F:29])[F:30])[cH:25][cH:26]3)=[O:32])[c:15]2[cH:16][cH:17]1.[C:35](=[O:36])([O-:37])[O-:38].[CH3:41][OH:42].[K+:39].[K+:40].[OH2:43]>>[OH:4][CH2:5][CH:6]([CH3:7])[n:8]1[c:9](=[O:34])[c:10]2[cH:11][cH:12][c:13]([Cl:33])[c:14]([NH:18][C:19]([CH2:20][c:21]3[cH:22][c:23]([F:31])[c:24]([C:27]([F:28])([F:29])[F:30])[cH:25][cH:26]3)=[O:32])[c:15]2[cH:16][cH:17]1.